Dataset: the Open Reaction Database (ORD), a public repository of structured organic reaction records. Task: describe an organic reaction: reactants, conditions, products, and yield Reactants: COC(C1=CC=C(C=C1)OCCNC(=O)C=1OC2=C(C1CN(C)C)C=CC=C2)=O (4-{2-[(3-Dimethylaminomethylbenzofuran-2-carbonyl)amino]ethoxy}benzoic acid methyl ester), [OH-].[K+] (Potassium hydroxide). Solvent: CO (methanol). Reaction conditions: temperature 60 celsius. Yields the product [K+].CN(C)CC1=C(OC2=C1C=CC=C2)C(=O)NCCOC2=CC=C(C(=O)[O-])C=C2 (4-{2-[(3-dimethylaminomethylbenzofuran-2-carbonyl)amino]ethoxy}benzoic acid potassium salt). The yield is 96.7%. As a reaction SMILES: C[O:2][C:3](=[O:29])[C:4]1[CH:9]=[CH:8][C:7]([O:10][CH2:11][CH2:12][NH:13][C:14]([C:16]2[O:17][C:18]3[CH:28]=[CH:27][CH:26]=[CH:25][C:19]=3[C:20]=2[CH2:21][N:22]([CH3:24])[CH3:23])=[O:15])=[CH:6][CH:5]=1.[OH-].[K+:31]>CO>[K+:31].[CH3:24][N:22]([CH2:21][C:20]1[C:19]2[CH:25]=[CH:26][CH:27]=[CH:28][C:18]=2[O:17][C:16]=1[C:14]([NH:13][CH2:12][CH2:11][O:10][C:7]1[CH:6]=[CH:5][C:4]([C:3]([O-:29])=[O:2])=[CH:9][CH:8]=1)=[O:15])[CH3:23] |f:1.2,4.5|. Reported procedure: 4-{2-[(3-Dimethylaminomethylbenzofuran-2-carbonyl)amino]ethoxy}benzoic acid methyl ester (70.0 g, 0.177 mol) was suspended in methanol (350 ml). 50% Potassium hydroxide (139.8 g, 1.062 mol) was added and the reaction mixture was heated to 60° C. until completion of reaction. After cooling to room temperature, the resulting crystals were filtered on a coarse frit and washed with methanol. The crystals were dried in vacuo to give 4-{2-[(3-dimethylaminomethylbenzofuran-2-carbonyl)amino]ethoxy}benzo... Procedure details: 100 mg (0.54 mmol) of (2R*,4S*)-2-benzyl-1-[2-(5-chlor-1H-1,2,4-triazol-1-yl)phenoxyethyl]-N-(4-quinolylmethyl)-N-trifluoroacetyl-4-piperidinamine are reacted with 23 mg (0.62 mmol) of sodium borohydride in analogy to Example 2. The title compound ##STR52## is obtained as white foam. TLC: methylene chloride/methanol/conc. ammonia (1000:50:1) Rf =0.23, FD-MS: M+ =553. RXN SMILES: [CH2:1]([C@@H:8]1[CH2:13][C@@H:12]([N:14]([CH2:21][C:22]2[C:31]3[C:26](=[CH:27][CH:28]=[CH:29][CH:30]=3)[N:25]=[CH:24][CH:23]=2)C(=O)C(F)(F)F)[CH2:11][CH2:10][N:9]1[CH2:32][CH2:33][O:34][C:35]1[CH:40]=[CH:39][CH:38]=[CH:37][C:36]=1[N:41]1[C:45]([Cl:46])=[N:44][CH:43]=[N:42]1)[C:2]1[CH:7]=[CH:6][CH:5]=[CH:4][CH:3]=1.[BH4-].[Na+]>>[CH2:1]([C@H:8]1[CH2:13][C@H:12]([NH:14][CH2:21][C:22]2[C:31]3[C:26](=[CH:27][CH:28]=[CH:29][CH:30]=3)[N:25]=[CH:24][CH:23]=2)[CH2:11][CH2:10][N:9]1[CH2:32][CH2:33][O:34][C:35]1[CH:40]=[CH:39][CH:38]=[CH:37][C:36]=1[N:41]1[C:45]([Cl:46])=[N:44][CH:43]=[N:42]1)[C:2]1[CH:7]=[CH:6][CH:5]=[CH:4][CH:3]=1 |f:1.2|. The reactants are C(C1=CC=CC=C1)[C@H]1N(CC[C@@H](C1)N(C(C(F)(F)F)=O)CC1=CC=NC2=CC=CC=C12)CCOC1=C(C=CC=C1)N1N=CN=C1Cl ((2R*,4S*)-2-benzyl-1-[2-(5-chlor-1H-1,2,4-triazol-1-yl)phenoxyethyl]-N-(4-quinolylmethyl)-N-trifluoroacetyl-4-piperidinamine), [BH4-].[Na+] (sodium borohydride). Yields the product C(C1=CC=CC=C1)[C@@H]1N(CC[C@H](C1)NCC1=CC=NC2=CC=CC=C12)CCOC1=C(C=CC=C1)N1N=CN=C1Cl ((2S*,4R*)-2-benzyl-1-[2-(5-chloro-1H-1,2,4-triazol-1-yl)phenoxyethyl]-N-(4-quinolylmethyl)-4-piperidinamine). Starting materials: C1(=CC=CC=C1)[C@H](C)N (1-(S)-phenylethylamine), FC1=CC=C(C=C1)C=1N(C=2C(=NC(=CC2)N)N1)C1=NC(=NC=C1)SC (2-(4-Fluorophenyl)-1-(2-methylthio-4-pyrimidinyl)-5-aminoimidazo[4,5-b]pyridine), C(=O)([O-])[O-].[Na+].[Na+] (Na2CO3), C1=CC(=CC(=C1)Cl)C(=O)OO (mCPBA). Solvent: C(Cl)Cl.CC(=O)O (CH2Cl2 HOAc). Conditions: temperature 120 celsius, time 30 minute. Product: FC1=CC=C(C=C1)C=1N(C=2C(=NC(=CC2)N)N1)C1=NC(=NC=C1)N[C@@H](C)C1=CC=CC=C1 (2-(4-Fluorophenyl)-1-(2-(1-(S)-phenylethyl)amino-4-primidinyl)-5-aminoimidazo[4,5-b]pyridine). Isolated yield 52.0%. As a reaction SMILES: [F:1][C:2]1[CH:7]=[CH:6][C:5]([C:8]2[N:9]([C:18]3[CH:23]=[CH:22][N:21]=[C:20](SC)[N:19]=3)[C:10]3[C:11]([N:17]=2)=[N:12][C:13]([NH2:16])=[CH:14][CH:15]=3)=[CH:4][CH:3]=1.C1C=C(Cl)C=C(C(OO)=O)C=1.C([O-])([O-])=O.[Na+].[Na+].[C:43]1([C@@H:49]([NH2:51])[CH3:50])[CH:48]=[CH:47][CH:46]=[CH:45][CH:44]=1>C(Cl)Cl.CC(O)=O>[F:1][C:2]1[CH:7]=[CH:6][C:5]([C:8]2[N:9]([C:18]3[CH:23]=[CH:22][N:21]=[C:20]([NH:51][C@H:49]([C:43]4[CH:48]=[CH:47][CH:46]=[CH:45][CH:44]=4)[CH3:50])[N:19]=3)[C:10]3[C:11]([N:17]=2)=[N:12][C:13]([NH2:16])=[CH:14][CH:15]=3)=[CH:4][CH:3]=1 |f:2.3.4,6.7|. Procedure details: 2-(4-Fluorophenyl)-1-(2-methylthio-4-pyrimidinyl)-5-aminoimidazo[4,5-b]pyridine (110 mg, 0.31 mmol) is dissolved in CH2Cl2/HOAc 1:1 (6.2 ml), combined at 0° C. with mCPBA (84 mg 70% 0.34 mmol) and stirred for 30 min. The reaction mixture is poured on 2N Na2CO3 and extracted with ethyl acetate three times. The combined organic phases are dried over Na2SO4, filtered and evaporated to dryness to yield the crude sulfoxide (110 mg). 50 mg are dissolved in 1-(S)-phenylethylamine (0.5 ml) and heated to... The reactants are CC(=O)O, CCOC(=O)c1cn(C2CCOCC2)c2cc(F)c(F)c(N)c2c1=O, O, O=S(=O)(O)O. The product is Nc1c(F)c(F)cc2c1c(=O)c(C(=O)O)cn2C1CCOCC1. RXN SMILES: [C:32]([OH:33])(=[O:34])[CH3:35].[NH2:1][c:2]1[c:3]2[c:4](=[O:25])[c:5]([C:20](=[O:21])[O:22][CH2:23][CH3:24])[cH:6][n:7]([CH:14]3[CH2:15][CH2:16][O:17][CH2:18][CH2:19]3)[c:8]2[cH:9][c:10]([F:13])[c:11]1[F:12].[OH2:31].[S:26](=[O:27])(=[O:28])([OH:29])[OH:30]>>[NH2:1][c:2]1[c:3]2[c:4](=[O:25])[c:5]([C:20](=[O:21])[OH:22])[cH:6][n:7]([CH:14]3[CH2:15][CH2:16][O:17][CH2:18][CH2:19]3)[c:8]2[cH:9][c:10]([F:13])[c:11]1[F:12]. Reactants: O=C([O-])O, COC(=O)c1ccc(CBr)c2ccccc12, CCOC(C)=O, CS(C)=O, CCCCCC, [Na+]. Product: COC(=O)c1ccc(C=O)c2ccccc12. As a reaction SMILES: [C:17]([O-:18])(=[O:19])[OH:20].[CH3:1][O:2][C:3](=[O:4])[c:5]1[cH:6][cH:7][c:8]([CH2:15][Br:16])[c:9]2[cH:10][cH:11][cH:12][cH:13][c:14]12.[CH3:22][CH2:23][O:24][C:25]([CH3:26])=[O:27].[CH3:28][S:29]([CH3:30])=[O:31].[CH3:32][CH2:33][CH2:34][CH2:35][CH2:36][CH3:37].[Na+:21]>>[CH3:1][O:2][C:3](=[O:4])[c:5]1[cH:6][cH:7][c:8]([CH:15]=[O:18])[c:9]2[cH:10][cH:11][cH:12][cH:13][c:14]12. The reactants are BrC1=C(CCC1)Br (1,2-Dibromocyclopentene), C[Sn](C)(C)Cl (trimethyltin chloride), C(CCC)[Li] (n-Butyllithium), hexanes. The solvent is C1CCOC1 (THF), C1CCOC1 (THF), C1CCOC1 (THF). Run at temperature -75 celsius, time 20 minute. Yields the product BrC1=C(CC=C1)[Sn](C)(C)C ((2-Bromo-cyclopenten-1-enyl)-trimethylstannane). Reaction SMILES: C([Li])CCC.[Br:6][C:7]1[CH2:11][CH2:10][CH2:9][C:8]=1Br.[CH3:13][Sn:14](Cl)([CH3:16])[CH3:15]>C1COCC1>[Br:6][C:7]1[CH:11]=[CH:10][CH2:9][C:8]=1[Sn:14]([CH3:16])([CH3:15])[CH3:13]. Reported procedure: n-Butyllithium, 1.6M in hexanes, (58 mL, 92.0 mmol) in THF (50 mL) was cooled under nitrogen to −75° C. 1,2-Dibromocyclopentene (10.00 g, 44.3 mmol) in dry THF (10 mL) was added dropwise over ˜10 minutes. The mixture was stirred at −75° C. for a further 20 minutes and then allowed to reach 0° C. The reaction mixture was then re-cooled to −75° C. and trimethyltin chloride (8.85 g, 44.3 mmol) in THF (30 mL) was added, under nitrogen, over ˜10 minutes. After stirring at −75° C. for 30 minutes the r... Reactants: Cl (hydrochloric acid), C(C1=CC=CC=C1)OC1=C2C=CN(C2=C(C=C1F)Br)C (4-(benzyloxy)-7-bromo-5-fluoro-1-methyl-1H-indole), C(C(=O)Cl)(=O)Cl (oxalyl chloride), O.NN (hydrazine hydrate), [OH-].[K+] (potassium hydroxide). Run in O (Water), O(CCO)CCO (2,2′-oxydiethanol), C1CCOC1 (THF). Run at time 8 hour. The product is C(C1=CC=CC=C1)OC1=C2C(=CN(C2=C(C=C1F)Br)C)CC(=O)O (2-(4-(benzyloxy)-7-bromo-5-fluoro-1-methyl-1H-indol-3-yl)acetic acid). Yield: 58.0%. Reaction SMILES: [CH2:1]([O:8][C:9]1[C:17]([F:18])=[CH:16][C:15]([Br:19])=[C:14]2[C:10]=1[CH:11]=[CH:12][N:13]2[CH3:20])[C:2]1[CH:7]=[CH:6][CH:5]=[CH:4][CH:3]=1.[C:21](Cl)(=[O:25])[C:22](Cl)=O.[OH2:27].NN.[OH-].[K+].Cl>C1COCC1.O(CCO)CCO.O>[CH2:1]([O:8][C:9]1[C:17]([F:18])=[CH:16][C:15]([Br:19])=[C:14]2[C:10]=1[C:11]([CH2:22][C:21]([OH:25])=[O:27])=[CH:12][N:13]2[CH3:20])[C:2]1[CH:3]=[CH:4][CH:5]=[CH:6][CH:7]=1 |f:2.3,4.5|. Reported procedure: To the solution of 33-3 (8 g, 24 mmol) in THF (30 mL) was added oxalyl chloride (15.4 g, 120 mmol) dropwised at 0° C. The mixture was stirred at room temperature overnight. The volatiles were evaporated to get a yellow residue, which was dissolved in 2,2′-oxydiethanol (50 mL). To the resulting solution were added hydrazine hydrate (6 mL) and potassium hydroxide (6.72 g, 120 mmol). The mixture was heated at 190° C. for 2 h before it was cooled to room temperature. Water (100 mL) was added to the ... Reactants: COc1cccc(N)c1, Cc1cccc(-c2nc(C)cc(Cl)n2)c1. Yields the product COc1cccc(Nc2cc(C)nc(-c3cccc(C)c3)n2)c1. As a reaction SMILES: [CH3:16][O:17][c:18]1[cH:19][c:20]([NH2:24])[cH:21][cH:22][cH:23]1.[Cl:1][c:2]1[n:3][c:4](-[c:9]2[cH:10][c:11]([CH3:15])[cH:12][cH:13][cH:14]2)[n:5][c:6]([CH3:8])[cH:7]1>>[c:2]1([NH:24][c:20]2[cH:19][c:18]([O:17][CH3:16])[cH:23][cH:22][cH:21]2)[n:3][c:4](-[c:9]2[cH:10][c:11]([CH3:15])[cH:12][cH:13][cH:14]2)[n:5][c:6]([CH3:8])[cH:7]1. Starting materials: S1C(=NC2=C1C=CC=C2)N (Benzothiazol-2-ylamine), CI (methyl iodide). Yields the product I.CN1C(SC2=C1C=CC=C2)=N (3-Methyl-1,3-benzothiazol-2(3H)-ylideneamine hydroiodide). The yield is 62.2%. As a reaction SMILES: [S:1]1[C:5]2[CH:6]=[CH:7][CH:8]=[CH:9][C:4]=2[N:3]=[C:2]1[NH2:10].[CH3:11][I:12]>>[IH:12].[CH3:11][N:3]1[C:4]2[CH:9]=[CH:8][CH:7]=[CH:6][C:5]=2[S:1][C:2]1=[NH:10] |f:2.3|. Procedure details: Benzothiazol-2-ylamine (1.0 g, 6.6 mmol) and methyl iodide (0.48 mL, 7.9 mmol) were processed as described in Example 46A to provide 1.2 g (60%) of the title compound. 1H NMR (DMSO-d6, 300 MHz) δ ppm 3.73 (s, 3 H), 7.39-7.47 (m, 1 H), 7.59 dt, J=7.8, 1.0 Hz, 1 H), 7.65-7.71 (m, 1 H), 7.99 (d, J=8.1 Hz, 1 H), 9.99 (s, 2 H); MS (DCI/NH3) m/z 165 (M+H)+. Reactants: C(=O)NC=1SC(=CC1C(N)=O)[N+](=O)[O-] (2-formylamino-3-carbamoyl-5-nitrothiophene), C(C1=CC=CC=C1)(=O)NC=1SC(=CC1C(N)=O)[N+](=O)[O-] (2-benzoylamino-3-carbamoyl-5-nitrothiophene). Run at time 15 minute. The product is NC=1SC(=CC1C#N)[N+](=O)[O-] (2-Amino-3-cyano-5-nitrothiophene). The yield is 60.0%. Reaction SMILES: C([NH:3][C:4]1[S:5][C:6]([N+:12]([O-:14])=[O:13])=[CH:7][C:8]=1[C:9](=O)[NH2:10])=O.C(NC1SC([N+]([O-])=O)=CC=1C(=O)N)(=O)C1C=CC=CC=1>>[NH2:3][C:4]1[S:5][C:6]([N+:12]([O-:14])=[O:13])=[CH:7][C:8]=1[C:9]#[N:10]. Procedure details: In place of the 83.9 parts of 2-formylamino-3-carbamoyl-5-nitrothiophene used in Example 1 there are used 113.6 parts of 2-benzoylamino-3-carbamoyl-5-nitrothiophene, the first stage of the reaction being carried out for 15 minutes at 60° C. (instead of at 70°-75° C. as in Example 1). 2-Amino-3-cyano-5-nitrothiophene is obtained in an overall yield of 60%.